Task: describe an organic reaction: reactants, conditions, products, and yield. Dataset: the Open Reaction Database (ORD), a public repository of structured organic reaction records Reactants: S(=O)(Cl)Cl (thionylchloride), C1(=CC=CC=C1)C (toluene), Cl (hydrochloric acid), C(C)(C)(C)OC(=O)NN1CCNCC1 (1-(t-butoxycarbonylamino)piperazine), N1=CC=CC=C1 (pyridine), C1(=CC=CC=C1)C (toluene), C(O)(O)=O (carbonic acid). Conditions: temperature -10 celsius, time 1 hour. Yields the product CC(C)(C)OC(=O)N1CCN(CC1)C(=O)Cl (4-(2-methyl-2-propyloxycarbonyl)piperazine-1-carbonylchloride). RXN SMILES: C([O:5][C:6]([NH:8]N1CCNCC1)=O)(C)(C)C.[N:15]1[CH:20]=[CH:19]C=[CH:17][CH:16]=1.[C:21](=[O:24])(O)[OH:22].S(Cl)(Cl)=O.[ClH:29].[C:30]1([CH3:36])[CH:35]=CC=C[CH:31]=1>>[CH3:31][C:30]([O:22][C:21]([N:15]1[CH2:16][CH2:17][N:8]([C:6]([Cl:29])=[O:5])[CH2:19][CH2:20]1)=[O:24])([CH3:36])[CH3:35]. Procedure: The same reaction procedure used in the reference of Tetrahedron Letters. Vol 35 839-842, 1994 was made. 15.78 g (84.7 mmol) of 1-(t-butoxycarbonylamino)piperazine, 6.85 ml (84.7 mmol) of pyridine and 15.1 ml (84.7 mmol) of diisopropylethylarine were dissolved in 200 ml of anhydrous toluene and then carbonic acid gas was intromitted for 1 hour under -10° C. The reaction solution was added to 80 ml of toluene solution of 10.6 ml (84.7 mmol) of thionylchloride being cooled under -10° C. and stirre... Reactants: [BH4-], CC(=O)O, CCO, [Na+], O, CCOC(=O)C(=O)c1ccc2c(c1)CCCC2. Yields the product CCOC(=O)C(O)c1ccc2c(c1)CCCC2. As a reaction SMILES: [BH4-:1].[CH3:20][C:21](=[O:22])[OH:23].[CH3:25][CH2:26][OH:27].[Na+:2].[OH2:24].[cH:3]1[c:4]([C:13]([C:14](=[O:15])[O:16][CH2:17][CH3:18])=[O:19])[cH:5][cH:6][c:7]2[c:12]1[CH2:11][CH2:10][CH2:9][CH2:8]2>>[cH:3]1[c:4]([CH:13]([C:14](=[O:15])[O:16][CH2:17][CH3:18])[OH:19])[cH:5][cH:6][c:7]2[c:12]1[CH2:11][CH2:10][CH2:9][CH2:8]2.